Dataset: the Open Reaction Database (ORD), a public repository of structured organic reaction records. Task: describe an organic reaction: reactants, conditions, products, and yield Starting materials: CC(=NS(=O)C(C)(C)C)c1cccc(Br)c1, COC(C)=O, C1CCOC1, CC(C)[N-]C(C)C, [Cl-], [Li+], [NH4+], O. Yields the product COC(=O)CC(C)(NS(=O)C(C)(C)C)c1cccc(Br)c1. RXN SMILES: [Br:14][c:15]1[cH:16][c:17]([C:21]([CH3:22])=[N:23][S:24](=[O:25])[C:26]([CH3:27])([CH3:28])[CH3:29])[cH:18][cH:19][cH:20]1.[C:9]([CH3:10])(=[O:11])[O:12][CH3:13].[CH2:32]1[O:33][CH2:34][CH2:35][CH2:36]1.[CH3:2][CH:3]([N-:4][CH:5]([CH3:6])[CH3:7])[CH3:8].[Cl-:30].[Li+:1].[NH4+:31].[OH2:37]>>[C:9]([CH2:10][C:21]([c:17]1[cH:16][c:15]([Br:14])[cH:20][cH:19][cH:18]1)([CH3:22])[NH:23][S:24](=[O:25])[C:26]([CH3:27])([CH3:28])[CH3:29])(=[O:11])[O:12][CH3:13]. The reactants are O1C=C(C=C1)C1(CCC2=CC=CC=C12)O (1-(3-furyl)-indan-1-ol), C1(=CC=C(C=C1)S(=O)(=O)O)C (p-toluenesulfonic acid). Solvent: C1(=CC=CC=C1)C (toluene). The product is O1C=C(C=C1)C1C=CC2=CC=CC=C12 (1-(3-furyl)-indene). The yield is 61.7%. As a reaction SMILES: [O:1]1[CH:5]=[CH:4][C:3]([C:6]2(O)[C:14]3[C:9](=[CH:10][CH:11]=[CH:12][CH:13]=3)[CH2:8][CH2:7]2)=[CH:2]1.C1(C)C=CC(S(O)(=O)=O)=CC=1>C1(C)C=CC=CC=1>[O:1]1[CH:5]=[CH:4][C:3]([CH:6]2[C:14]3[C:9](=[CH:10][CH:11]=[CH:12][CH:13]=3)[CH:8]=[CH:7]2)=[CH:2]1. Procedure: To a mixture of 5 g (0.024 mol) of 1-(3-furyl)-indan-1-ol in 500 ml of toluene was added 50 mg of p-toluenesulfonic acid and the mixture was placed on a Rotovap® and the solvent was distilled in vacuo (40 mm) until a residue was obtained. The residue was chromatographed (silica, 1:1 hexane/methylene chloride) to afford 2.7 g (61.3%) of 1-(3-furyl)-indene as a clear oil. Product: Cc1ccc(-c2cc(C(=O)O)cc(C(C)(C)O)c2)nc1, Cl. Starting materials: C=C(C)c1cc(C(=O)O)cc(-c2ccc(C)cn2)c1, CS(=O)(=O)O, [Cl-], [Na+], [Na+], [OH-], O. Reaction SMILES: [C:3](=[CH2:4])([CH3:5])[c:6]1[cH:7][c:8]([C:9](=[O:10])[OH:11])[cH:12][c:13](-[c:15]2[n:16][cH:17][c:18]([CH3:21])[cH:19][cH:20]2)[cH:14]1.[CH3:22][S:23]([OH:24])(=[O:25])=[O:26].[Cl-:2].[Na+:1].[Na+:28].[OH-:27].[OH2:29]>>[C:3]([CH3:4])([CH3:5])([c:6]1[cH:7][c:8]([C:9](=[O:10])[OH:11])[cH:12][c:13](-[c:15]2[n:16][cH:17][c:18]([CH3:21])[cH:19][cH:20]2)[cH:14]1)[OH:24].[ClH:2]. Reactants: C(CCC)C1=NN(C(=C1C1=CC=CC=C1)C)C1=CC=C(C=C1)CCN(C([O-])=O)S(=O)(=O)C1=CC=C(C=C1)C (2-[4-(3-Butyl-5-methyl-4-phenyl-1H-pyrazol-1-yl)phenyl]ethyl(4-methylphenyl)sulfonylcarbamate), [OH-].[Na+] (NaOH). Solvent: CO (methanol). Conditions: time 30 minute. Product: [Na+].C(CCC)C1=NN(C(=C1C1=CC=CC=C1)C)C1=CC=C(C=C1)CCN(C([O-])=O)S(=O)(=O)C1=CC=C(C=C1)C (2-[4-(3-Butyl-5-methyl-4-phenyl-1H-pyrazol-1-yl)phenyl]ethyl(4-methylphenyl)sulfonylcarbamate Mono-sodium Salt). As a reaction SMILES: [CH2:1]([C:5]1[C:9]([C:10]2[CH:15]=[CH:14][CH:13]=[CH:12][CH:11]=2)=[C:8]([CH3:16])[N:7]([C:17]2[CH:22]=[CH:21][C:20]([CH2:23][CH2:24][N:25]([S:29]([C:32]3[CH:37]=[CH:36][C:35]([CH3:38])=[CH:34][CH:33]=3)(=[O:31])=[O:30])[C:26](=[O:28])[O-:27])=[CH:19][CH:18]=2)[N:6]=1)[CH2:2][CH2:3][CH3:4].[OH-].[Na+:40]>CO>[Na+:40].[CH2:1]([C:5]1[C:9]([C:10]2[CH:11]=[CH:12][CH:13]=[CH:14][CH:15]=2)=[C:8]([CH3:16])[N:7]([C:17]2[CH:22]=[CH:21][C:20]([CH2:23][CH2:24][N:25]([S:29]([C:32]3[CH:37]=[CH:36][C:35]([CH3:38])=[CH:34][CH:33]=3)(=[O:30])=[O:31])[C:26](=[O:27])[O-:28])=[CH:19][CH:18]=2)[N:6]=1)[CH2:2][CH2:3][CH3:4] |f:1.2,4.5|. Reported procedure: To a solution of 2-[4-(3-butyl-5-methyl-4-phenyl-1H-pyrazol-1-yl)phenyl]ethyl(4-methylphenyl)sulfonylcarbamate (step 3, 14 mg, 0.026 mmol) in methanol (10 mL) was added 2 M aqueous NaOH (13 μL, 0.026 mmol). The resulting mixture was stirred at room temperature for 30 min and concentrated to afford the title compound as white solids: MS (ESI) m/z 532 [M+H]+, 530 [M−H]−.